Dataset: the Open Reaction Database (ORD), a public repository of structured organic reaction records. Task: describe an organic reaction: reactants, conditions, products, and yield Starting materials: CN(C1=CC=CC=C1)C (dimethylaniline), NC1=NC(=C(C(=N1)O)CC1=CC(=C(C(=C1)OC)N)OC)N (2,6-diamino-5-(4-amino-3,5-dimethoxy-benzyl)-4-pyrimidinol), P(=O)(Cl)(Cl)Cl (phosphorus oxychloride). Reaction conditions: time 1 hour. The product is NC1=NC(=C(C(=N1)N)CC1=CC(=C(C(=C1)OC)N)OC)Cl (2,4-diamino-5-(4-amino-3,5-dimethoxy-benzyl)-6-chloro-pyrimidine). RXN SMILES: CN(C)C1C=CC=CC=1.[NH2:10][C:11]1[N:16]=[C:15](O)[C:14]([CH2:18][C:19]2[CH:24]=[C:23]([O:25][CH3:26])[C:22]([NH2:27])=[C:21]([O:28][CH3:29])[CH:20]=2)=[C:13]([NH2:30])[N:12]=1.P(Cl)(Cl)([Cl:33])=O>>[NH2:10][C:11]1[N:12]=[C:13]([NH2:30])[C:14]([CH2:18][C:19]2[CH:24]=[C:23]([O:25][CH3:26])[C:22]([NH2:27])=[C:21]([O:28][CH3:29])[CH:20]=2)=[C:15]([Cl:33])[N:16]=1. Reported procedure: 2.5 G. of dimethylaniline were added dropwise to a suspension of 2.9 g. of 2,6-diamino-5-(4-amino-3,5-dimethoxy-benzyl)-4-pyrimidinol in 15 ml. of phosphorus oxychloride with stirring. The mixture was brought to boil in 1 hour and then boiled under reflux for 4 hours. Thereafter, 8 to 9 ml. of phosphorus oxychloride were removed by distillation under reduced pressure and the residue was poured on to 80 g. of ice with stirring. The mixture was left to stand at room temperature for 6 days and then... The reactants are CC(=O)O[BH-](OC(C)=O)OC(C)=O, O=C([O-])O, CN, CC(=O)O, CCOC(C)=O, CCC(CC)c1ccc(C=O)c2nc(Oc3c(C)cc(Cl)cc3Cl)n(C)c12, [Na+], [Na+]. Product: CCC(CC)c1ccc(CN(C)CC)c2nc(Oc3c(C)cc(Cl)cc3Cl)n(C)c12. RXN SMILES: [C:34]([O:35][BH-:36]([O:37][C:38](=[O:39])[CH3:40])[O:41][C:42](=[O:43])[CH3:44])(=[O:45])[CH3:46].[C:48](=[O:49])([OH:50])[O-:51].[CH3:28][NH2:29].[CH3:30][C:31](=[O:32])[OH:33].[CH3:53][CH2:54][O:55][C:56](=[O:57])[CH3:58].[Cl:1][c:2]1[c:3]([O:4][c:5]2[n:6][c:7]3[c:8]([n:9]2[CH3:10])[c:11]([CH:17]([CH2:18][CH3:19])[CH2:20][CH3:21])[cH:12][cH:13][c:14]3[CH:15]=[O:16])[c:22]([CH3:27])[cH:23][c:24]([Cl:26])[cH:25]1.[Na+:47].[Na+:52]>>[Cl:1][c:2]1[c:3]([O:4][c:5]2[n:6][c:7]3[c:8]([n:9]2[CH3:10])[c:11]([CH:17]([CH2:18][CH3:19])[CH2:20][CH3:21])[cH:12][cH:13][c:14]3[CH2:15][N:29]([CH3:28])[CH2:31][CH3:30])[c:22]([CH3:27])[cH:23][c:24]([Cl:26])[cH:25]1.